From a dataset of the Open Reaction Database (ORD), a public repository of structured organic reaction records. describe an organic reaction: reactants, conditions, products, and yield Reactants: O (Water), C([O-])([O-])=O.[K+].[K+] (Potassium carbonate), CI (methyl iodide), OC=1C=C(C(=O)O)C=CC1C (3-Hydroxy-4-methylbenzoic acid), CN(C=O)C (N,N-dimethylformamide). Reaction conditions: time 8 hour. Yields the product COC=1C=C(C(=O)OC)C=CC1C (methyl 3-methoxy-4-methylbenzoate). Isolated yield 98.0%. Reaction SMILES: [OH:1][C:2]1[CH:3]=[C:4]([CH:8]=[CH:9][C:10]=1[CH3:11])[C:5](O)=[O:6].[C:12](=O)([O-])[O-].[K+].[K+].CI.O.CN(C)[CH:23]=[O:24]>>[CH3:12][O:1][C:2]1[CH:3]=[C:4]([CH:8]=[CH:9][C:10]=1[CH3:11])[C:5]([O:24][CH3:23])=[O:6] |f:1.2.3|. Procedure details: 3-Hydroxy-4-methylbenzoic acid (3 g) was dissolved in N,N-dimethylformamide (60 ml) to prepare a solution. Potassium carbonate (6.81 g) and methyl iodide (6.14 ml) were added to the solution, and the mixture was stirred at room temperature overnight. Water was added to the reaction solution, and the mixture was extracted with ethyl acetate. The ethyl acetate layer was then washed with saturated brine and was dried over anhydrous sodium sulfate. The solvent was removed by distillation under the r...